This data is from the Open Reaction Database (ORD), a public repository of structured organic reaction records. The task is: describe an organic reaction: reactants, conditions, products, and yield Starting materials: C(C)(C)(C)OC(=O)N1C(CC(C1)O)C(N)=O (t-butoxycarbonyl-2-carbamoyl-4-hydroxypyrrolidine), Cl (hydrogen chloride). The solvent is C(C)(=O)OCC (ethyl acetate), C(C)(=O)OCC (ethyl acetate). Run at time 30 minute. Product: Cl.C(N)(=O)[C@H]1NC[C@@H](C1)O ((2S,4R)-2-Carbamoyl-4-hydroxypyrrolidine hydrochloride). Reaction SMILES: C(OC([N:8]1[CH2:12][CH:11]([OH:13])[CH2:10][CH:9]1[C:14](=[O:16])[NH2:15])=O)(C)(C)C.[ClH:17]>C(OCC)(=O)C>[ClH:17].[C:14]([C@@H:9]1[CH2:10][C@@H:11]([OH:13])[CH2:12][NH:8]1)(=[O:16])[NH2:15] |f:3.4|. Procedure details: 4.50 g of the product obtained in step (1) above were suspended in 45 ml of ethyl acetate and then 14.9 ml of 4.84M hydrogen chloride in ethyl acetate were added under ice-cooling. The mixture was stirred at 25°-30° C. for 30 minutes, after which the reaction mixture was worked up in the same manner as in Preparation 4(2) to give 3.21 g of the title compound. The yield is 69.4%. RXN SMILES: [C:1]([O:5][C:6]([N:8]1[CH2:13][CH2:12][C:11]([F:15])([F:14])[CH2:10][CH:9]1[C:16]([OH:18])=O)=[O:7])([CH3:4])([CH3:3])[CH3:2].Cl.[NH2:20][C:21]1([C:24]2[CH:33]=[CH:32][C:27]([C:28]([O:30][CH3:31])=[O:29])=[CH:26][CH:25]=2)[CH2:23][CH2:22]1>>[F:15][C:11]1([F:14])[CH2:12][CH2:13][N:8]([C:6]([O:5][C:1]([CH3:2])([CH3:3])[CH3:4])=[O:7])[CH:9]([C:16](=[O:18])[NH:20][C:21]2([C:24]3[CH:33]=[CH:32][C:27]([C:28]([O:30][CH3:31])=[O:29])=[CH:26][CH:25]=3)[CH2:23][CH2:22]2)[CH2:10]1 |f:1.2|. Procedure: The title compound (D68) (688 mg) was prepared according to the general procedure for amides preparation (Method C) starting from 1-(tert-butoxycarbonyl)-4,4-difluoropiperidine-2-carboxylic acid (600 mg; described in WO2010148197) and methyl 4-(1-aminocyclopropyl)benzoate hydrochloride (566.5 mg). Reaction time: 5 hrs Starting materials: amides, C(C)(C)(C)OC(=O)N1C(CC(CC1)(F)F)C(=O)O (1-(tert-butoxycarbonyl)-4,4-difluoropiperidine-2-carboxylic acid), Cl.NC1(CC1)C1=CC=C(C(=O)OC)C=C1 (methyl 4-(1-aminocyclopropyl)benzoate hydrochloride). Yields the product FC1(CC(N(CC1)C(=O)OC(C)(C)C)C(NC1(CC1)C1=CC=C(C=C1)C(=O)OC)=O)F (tert-butyl 4,4-difluoro-2-((1-(4-(methoxycarbonyl)phenyl)cyclopropyl)carbamoyl)piperidine-1-carboxylate). Starting materials: C(C)OC(CN1C=C(C2=CC(=CC=C12)OC)C1=CC=2C(=NC=CC2)N1S(=O)(=O)C1=CC=C(C=C1)C)=O ({5-methoxy-3-[1-(toluene-4-sulfonyl)-1H-pyrrolo[2,3-b]pyridin-2-yl]-indol-1-yl}-acetic acid ethyl ester), [OH-].[K+] (potassium hydroxide). Run in CO (methanol). Yields the product COC=1C=C2C(=CN(C2=CC1)CC(=O)O)C1=CC=2C(=NC=CC2)N1 ([5-Methoxy-3-(1H-pyrrolo[2,3-b]pyridin-2-yl)-indol-1-yl]-acetic acid). Isolated yield 56.7%. Reaction SMILES: C([O:3][C:4](=[O:36])[CH2:5][N:6]1[C:14]2[C:9](=[CH:10][C:11]([O:15][CH3:16])=[CH:12][CH:13]=2)[C:8]([C:17]2[N:25](S(C3C=CC(C)=CC=3)(=O)=O)[C:20]3=[N:21][CH:22]=[CH:23][CH:24]=[C:19]3[CH:18]=2)=[CH:7]1)C.[OH-].[K+]>CO>[CH3:16][O:15][C:11]1[CH:10]=[C:9]2[C:14](=[CH:13][CH:12]=1)[N:6]([CH2:5][C:4]([OH:36])=[O:3])[CH:7]=[C:8]2[C:17]1[NH:25][C:20]2=[N:21][CH:22]=[CH:23][CH:24]=[C:19]2[CH:18]=1 |f:1.2|. Procedure: A mixture of {5-methoxy-3-[1-(toluene-4-sulfonyl)-1H-pyrrolo[2,3-b]pyridin-2-yl]-indol-1-yl}-acetic acid ethyl ester [4.67 g, Reference Example 13(a)], methanol (250 mL) and aqueous potassium hydroxide (5M, 25 mL) were heated under reflux for 7 hours. The methanol was removed under reduced pressure and the residue was treated with water (20 mL) and the pH of this solution was adjusted to 7 by addition of concentrated hydrochloric acid. The resulting yellow solid was filtered and subjected to fla... Reactants: CC(=O)[O-], CCO, CC(=O)OC(C)=O, COc1ccc2cccc(CCN)c2c1, Cl, [Na+], O. Yields the product COc1ccc2cccc(CCNC(C)=O)c2c1. As a reaction SMILES: [CH3:18][C:19]([O-:20])=[O:21].[CH3:22][CH2:23][OH:24].[CH3:25][C:26]([O:27][C:28](=[O:29])[CH3:30])=[O:31].[CH3:2][O:3][c:4]1[cH:5][cH:6][c:7]2[cH:8][cH:9][cH:10][c:11]([CH2:14][CH2:15][NH2:16])[c:12]2[cH:13]1.[ClH:1].[Na+:17].[OH2:32]>>[CH3:2][O:3][c:4]1[cH:5][cH:6][c:7]2[cH:8][cH:9][cH:10][c:11]([CH2:14][CH2:15][NH:16][C:19]([CH3:18])=[O:20])[c:12]2[cH:13]1. The reactants are OC(C(=O)NC1=CC(=CC(=C1)[N+](=O)[O-])N)CO (N-(2,3-dihydroxypropionyl)-3-amino-5-nitroaniline), C(C)(=O)C=1C(OC(=C(C1O)C(C)=O)O)=O (3,5-diacetyl-4,6-dihydroxy-2H-pyran-2-one). Solvent: CO (methanol). The product is C(C)(=O)C1=C(C(C(OC1=O)=O)=C(C)NC1=CC(=CC(=C1)[N+](=O)[O-])NC(C(O)CO)=O)O (5-acetyl-4-hydroxy-3-[1-(3-glyceroylamino-5-nitrophenylamino)ethylidene]-2H-pyran-2,6(3H)-dione). The yield is 42.9%. As a reaction SMILES: [OH:1][CH:2]([CH2:16][OH:17])[C:3]([NH:5][C:6]1[CH:11]=[C:10]([N+:12]([O-:14])=[O:13])[CH:9]=[C:8]([NH2:15])[CH:7]=1)=[O:4].[C:18]([C:21]1[C:22](=[O:32])[O:23][C:24]([OH:31])=[C:25]([C:28](=O)[CH3:29])[C:26]=1[OH:27])(=[O:20])[CH3:19]>CO>[C:18]([C:21]1[C:22](=[O:32])[O:23][C:24](=[O:31])[C:25](=[C:28]([NH:15][C:8]2[CH:9]=[C:10]([N+:12]([O-:14])=[O:13])[CH:11]=[C:6]([NH:5][C:3](=[O:4])[CH:2]([CH2:16][OH:17])[OH:1])[CH:7]=2)[CH3:29])[C:26]=1[OH:27])(=[O:20])[CH3:19]. Reported procedure: A mixture of 785 mg (3.3 mmole) of N-(2,3-dihydroxypropionyl)-3-amino-5-nitroaniline and 690 mg (3.3 mmole) of 3,5-diacetyl-4,6-dihydroxy-2H-pyran-2-one in 30 ml of methanol was heated under reflux for 30 minutes. After cooling, the crystalline product was filtered and dried in vacuum to give 616 mg of 5-acetyl-4-hydroxy-3-[1-(3-glyceroylamino-5-nitrophenylamino)ethylidene]-2H-pyran-2,6(3H)-dione. Starting materials: BrCC(=O)OC (methyl bromoacetate), C([O-])([O-])=O.[K+].[K+] (potassium carbonate), O=C(CC)N(C1CCNCC1)C1=CC=CC=C1 (4-[(1-oxopropyl)phenylamino]-piperidine). Solvent: C(C)#N (acetonitrile), O (water), C(C)(=O)OCC (ethyl acetate). Yields the product O=C(CC)N(C1CCN(CC1)CC(=O)OC)C1=CC=CC=C1 (4-[(1-oxopropyl)phenylamino]-1-piperidineacetic acid, methyl ester). The yield is 53.0%. As a reaction SMILES: [O:1]=[C:2]([N:5]([C:12]1[CH:17]=[CH:16][CH:15]=[CH:14][CH:13]=1)[CH:6]1[CH2:11][CH2:10][NH:9][CH2:8][CH2:7]1)[CH2:3][CH3:4].Br[CH2:19][C:20]([O:22][CH3:23])=[O:21].C(=O)([O-])[O-].[K+].[K+]>C(#N)C.O.C(OCC)(=O)C>[O:1]=[C:2]([N:5]([C:12]1[CH:13]=[CH:14][CH:15]=[CH:16][CH:17]=1)[CH:6]1[CH2:7][CH2:8][N:9]([CH2:19][C:20]([O:22][CH3:23])=[O:21])[CH2:10][CH2:11]1)[CH2:3][CH3:4] |f:2.3.4|. Procedure: A mixture of 4-[(1-oxopropyl)phenylamino]-piperidine (500 mg, 2.15 mmol), prepared according to the procedure of P. A. J. Janssen et al, U.S. Pat. No. 3,164,600, methyl bromoacetate (0.25 ml, 2.58 mmol), and potassium carbonate (594 mg, 4.3 mmol), in acetonitrile (2.5 ml) is stirred at room temperature for five hours. The reaction mixture is diluted with 1:1 water and ethyl acetate (20 ml total). The phases are separated and the aqueous phase extracted with ethyl acetate (2×) and the combined or...